Dataset: the Open Reaction Database (ORD), a public repository of structured organic reaction records. Task: describe an organic reaction: reactants, conditions, products, and yield Reactants: [H-].C(C(C)C)[Al+]CC(C)C (Diisobutylaluminum hydride), CC(C(=O)O[C@H]1[C@@H](OC([C@H](COC([C@@H]1CC1=CC=CC=C1)=O)NC(=O)C1=NC=CC(=C1OCC1=CC=CC=C1)OC)=O)C)C ((3S, 6S, 7R, 8R)-8-benzyl-3-({[3-(benzyloxy)-4-methoxypyridin-2-yl]carbonyl}amino)-6-methyl-4,9-dioxo-1,5-dioxonan-7-yl 2-methylpropanoate). Solvent: C(Cl)Cl (CH2Cl2). Conditions: time 15 minute. Product: C(C1=CC=CC=C1)[C@H]1C(OC[C@@H](C(O[C@H]([C@@H]1O)C)=O)NC(=O)C1=NC=CC(=C1OCC1=CC=CC=C1)OC)=O (N-[(3S, 7R, 8R, 9S)-7-benzyl-8-hydroxy-9-methyl-2,6-dioxo-1,5-dioxonan-3-yl]-3-(benzyloxy)-4-methoxypyridine-2-carboxamide). The yield is 34.8%. Reaction SMILES: [H-].C([Al+]CC(C)C)C(C)C.CC(C)C([O:15][C@@H:16]1[C@@H:24]([CH2:25][C:26]2[CH:31]=[CH:30][CH:29]=[CH:28][CH:27]=2)[C:23](=[O:32])[O:22][CH2:21][C@H:20]([NH:33][C:34]([C:36]2[C:41]([O:42][CH2:43][C:44]3[CH:49]=[CH:48][CH:47]=[CH:46][CH:45]=3)=[C:40]([O:50][CH3:51])[CH:39]=[CH:38][N:37]=2)=[O:35])[C:19](=[O:52])[O:18][C@H:17]1[CH3:53])=O>C(Cl)Cl>[CH2:25]([C@@H:24]1[C@@H:16]([OH:15])[C@H:17]([CH3:53])[O:18][C:19](=[O:52])[C@@H:20]([NH:33][C:34]([C:36]2[C:41]([O:42][CH2:43][C:44]3[CH:49]=[CH:48][CH:47]=[CH:46][CH:45]=3)=[C:40]([O:50][CH3:51])[CH:39]=[CH:38][N:37]=2)=[O:35])[CH2:21][O:22][C:23]1=[O:32])[C:26]1[CH:27]=[CH:28][CH:29]=[CH:30][CH:31]=1 |f:0.1|. Procedure: Diisobutylaluminum hydride (1.0 M in CH2Cl2, 24.8 mmol) was added dropwise to a −78° C. solution of (2) (8.27 mmol, 5.0 g) in CH2Cl2 (40 mL). The mixture was stirred an additional 15 min, quenched with EtOAc (200 mL) and warmed to ambient temperature. Hydrochloric acid (2N, 100 mL) was added slowly and stirred vigorously for 15 min. The layers were separated and the organic layer dried (MgSO4) and concentrated in vacuo. The residue was purified by chromatography (1% acetic acid/acetone) to give ... Starting materials: Cn1cc(-c2cccc(-n3ncc4cc(C(C)(C)C)cc(F)c4c3=O)c2CO)cc(Nc2ccc(C(C)(C)C(=O)O)cn2)c1=O, C1COCCN1, ClCCCl, CN(C)c1ccncc1, CCOC(C)=O, [Cl-], ClCCl, [NH4+]. The product is Cn1cc(-c2cccc(-n3ncc4cc(C(C)(C)C)cc(F)c4c3=O)c2CO)cc(Nc2ccc(C(C)(C)C(=O)N3CCOCC3)cn2)c1=O. As a reaction SMILES: [C:1]([CH3:2])([CH3:3])([CH3:4])[c:5]1[cH:6][c:7]2[cH:8][n:9][n:10](-[c:17]3[c:18]([CH2:44][OH:45])[c:19](-[c:23]4[cH:24][c:25]([NH:31][c:32]5[cH:33][cH:34][c:35]([C:38]([C:39](=[O:40])[OH:41])([CH3:42])[CH3:43])[cH:36][n:37]5)[c:26](=[O:30])[n:27]([CH3:29])[cH:28]4)[cH:20][cH:21][cH:22]3)[c:11](=[O:16])[c:12]2[c:13]([F:15])[cH:14]1.[CH2:46]1[CH2:47][O:48][CH2:49][CH2:50][NH:51]1.[CH2:52]([Cl:53])[CH2:54][Cl:55].[CH3:58][N:59]([c:60]1[cH:61][cH:62][n:63][cH:64][cH:65]1)[CH3:66].[CH3:70][CH2:71][O:72][C:73](=[O:74])[CH3:75].[Cl-:56].[Cl:67][CH2:68][Cl:69].[NH4+:57]>>[C:1]([CH3:2])([CH3:3])([CH3:4])[c:5]1[cH:6][c:7]2[cH:8][n:9][n:10](-[c:17]3[c:18]([CH2:44][OH:45])[c:19](-[c:23]4[cH:24][c:25]([NH:31][c:32]5[cH:33][cH:34][c:35]([C:38]([C:39](=[O:40])[N:51]6[CH2:46][CH2:47][O:48][CH2:49][CH2:50]6)([CH3:42])[CH3:43])[cH:36][n:37]5)[c:26](=[O:30])[n:27]([CH3:29])[cH:28]4)[cH:20][cH:21][cH:22]3)[c:11](=[O:16])[c:12]2[c:13]([F:15])[cH:14]1. Starting materials: NCc1ccccc1, CCOC(C)=O, O=C(Cl)c1cccc([N+](=O)[O-])c1. Yields the product O=C(NCc1ccccc1)c1cccc([N+](=O)[O-])c1. Reaction SMILES: [CH2:13]([c:14]1[cH:15][cH:16][cH:17][cH:18][cH:19]1)[NH2:20].[CH3:21][CH2:22][O:23][C:24](=[O:25])[CH3:26].[N+:1](=[O:2])([O-:3])[c:4]1[cH:5][c:6]([C:7](=[O:8])[Cl:9])[cH:10][cH:11][cH:12]1>>[N+:1](=[O:2])([O-:3])[c:4]1[cH:5][c:6]([C:7](=[O:8])[NH:20][CH2:13][c:14]2[cH:15][cH:16][cH:17][cH:18][cH:19]2)[cH:10][cH:11][cH:12]1. The reactants are O=C([O-])[O-], C1COCCO1, [Cu]I, Ic1cccnc1, [K+], [K+], O=C1CCCN1. The product is O=C1CCCN1c1cccnc1. RXN SMILES: [C:1](=[O:2])([O-:3])[O-:4].[CH2:22]1[O:23][CH2:24][CH2:25][O:26][CH2:27]1.[Cu:20][I:21].[I:7][c:8]1[cH:9][n:10][cH:11][cH:12][cH:13]1.[K+:5].[K+:6].[NH:14]1[C:15](=[O:19])[CH2:16][CH2:17][CH2:18]1>>[c:8]1([N:14]2[C:15](=[O:19])[CH2:16][CH2:17][CH2:18]2)[cH:9][n:10][cH:11][cH:12][cH:13]1. Starting materials: Cl (HCl), COCCCSC=1C=C(C(=NC1)NC1=NC(=NS1)[C@@H]1OC2(OC1)CCCCC2)OC=2C(=NC=CC2)C ((S)-N-(5-(3-methoxypropylthio)-3-(2-methylpyridin-3-yloxy)pyridin-2-yl)-3-(1,4-dioxaspiro[4.5]decane-2-yl)-1,2,4-thiadiazol-5-amine), C([O-])([O-])=O.[Na+].[Na+] (sodium carbonate). The solvent is C(C)(=O)OCC (ethyl acetate), C(C)O (ethanol). Reaction conditions: temperature 70 celsius, time 3 hour. Product: Cl.COCCCSC=1C=C(C(=NC1)NC1=NC(=NS1)[C@@H](CO)O)OC=1C(=NC=CC1)C ((S)-1-(5-(5-(3-methoxypropylthio)-3-(2-methylpyridin-3-yloxy)pyridin-2-ylamino)-1,2,4-thiadiazol-3-yl)ethane-1,2-diol hydrochloride). The yield is 90.0%. Reaction SMILES: [CH3:1][O:2][CH2:3][CH2:4][CH2:5][S:6][C:7]1[CH:8]=[C:9]([O:29][C:30]2[C:31]([CH3:36])=[N:32][CH:33]=[CH:34][CH:35]=2)[C:10]([NH:13][C:14]2[S:18][N:17]=[C:16]([C@H:19]3[CH2:23][O:22]C4(CCCCC4)[O:20]3)[N:15]=2)=[N:11][CH:12]=1.[ClH:37].C(=O)([O-])[O-].[Na+].[Na+]>C(O)C.C(OCC)(=O)C>[ClH:37].[CH3:1][O:2][CH2:3][CH2:4][CH2:5][S:6][C:7]1[CH:8]=[C:9]([O:29][C:30]2[C:31]([CH3:36])=[N:32][CH:33]=[CH:34][CH:35]=2)[C:10]([NH:13][C:14]2[S:18][N:17]=[C:16]([C@H:19]([OH:20])[CH2:23][OH:22])[N:15]=2)=[N:11][CH:12]=1 |f:2.3.4,7.8|. Procedure details: (S)-N-(5-(3-methoxypropylthio)-3-(2-methylpyridin-3-yloxy)pyridin-2-yl)-3-(1,4-dioxaspiro[4.5]decane-2-yl)-1,2,4-thiadiazol-5-amine (85 mg, 0.16 mmol) was dissolved in ethanol (5 ml) and 1M HCl (0.5 ml) was added. The mixture was heated to 70° C. and agitated 3 hours. Upon cooling, the reaction was diluted with ethyl acetate, basified with sodium carbonate solution and washed with water and brine, dried (MgSO4), filtered and evaporated. The resulting solid was dissolved in small amount of dichlo... Starting materials: ClC=1C=CC(=C(C(=O)C2=CC=CC=C2)C1)N=CN(C)C (5-chloro-2-dimethylaminomethyleneaminobenzophenone), C(C)O (ethanol), O.NN (hydrazine hydrate). The solvent is C(C)(=O)O (acetic acid). Run at time 30 minute. Product: NN1C=NC2=CC=C(C=C2C1(C1=CC=CC=C1)O)Cl (3-amino-6-chloro-3,4-dihydro-4-hydroxy-4-phenylquinazoline), needles. The yield is 95.0%. As a reaction SMILES: [Cl:1][C:2]1[CH:3]=[CH:4][C:5]([N:16]=[CH:17][N:18](C)C)=[C:6]([CH:15]=1)[C:7]([C:9]1[CH:14]=[CH:13][CH:12]=[CH:11][CH:10]=1)=[O:8].C(O)C.O.[NH2:25]N>C(O)(=O)C>[NH2:25][N:18]1[C:7]([OH:8])([C:9]2[CH:14]=[CH:13][CH:12]=[CH:11][CH:10]=2)[C:6]2[C:5](=[CH:4][CH:3]=[C:2]([Cl:1])[CH:15]=2)[N:16]=[CH:17]1 |f:2.3|. Procedure details: To a solution of 0.29 part of 5-chloro-2-dimethylaminomethyleneaminobenzophenone in 4 volume parts of ethanol are added 0.2 volume part of hydrazine hydrate and 0.06 volume part of glacial acetic acid. The mixture is shaken and kept standing at room temperature for about 30 minutes. The resulting crystals are recovered by filtration and washed with ethanol and then dried, whereby 3-amino-6-chloro-3,4-dihydro-4-hydroxy-4-phenylquinazoline is obtained as colorless needles melting at 185° (softenin... Reactants: CC(C)(C)OC(=O)N1CCNC(=O)C1, Cc1ccc(S(=O)(=O)OCC2CCCN(Cc3ccccc3)C2)cc1, CN(C)C=O, [H-], [Na+]. The product is CC(C)(C)OC(=O)N1CCN(CC2CCCN(Cc3ccccc3)C2)C(=O)C1. As a reaction SMILES: [C:1]([CH3:2])([CH3:3])([CH3:4])[O:5][C:6](=[O:7])[N:8]1[CH2:9][C:10](=[O:14])[NH:11][CH2:12][CH2:13]1.[CH3:17][c:18]1[cH:19][cH:20][c:21]([S:22]([O:23][CH2:28][CH:29]2[CH2:30][N:31]([CH2:35][c:36]3[cH:37][cH:38][cH:39][cH:40][cH:41]3)[CH2:32][CH2:33][CH2:34]2)(=[O:24])=[O:25])[cH:26][cH:27]1.[CH3:42][N:43]([CH3:44])[CH:45]=[O:46].[H-:15].[Na+:16]>>[C:1]([CH3:2])([CH3:3])([CH3:4])[O:5][C:6](=[O:7])[N:8]1[CH2:9][C:10](=[O:14])[N:11]([CH2:28][CH:29]2[CH2:30][N:31]([CH2:35][c:36]3[cH:37][cH:38][cH:39][cH:40][cH:41]3)[CH2:32][CH2:33][CH2:34]2)[CH2:12][CH2:13]1. The reactants are Cl.NC=1C=CC(=C(C1)O)CC (5-amino-2-ethylphenol hydrochloride), C(O)([O-])=O.[Na+] (sodium hydrogen carbonate), C(#N)C(C)(C)C=1C=C(C(=O)Cl)C=CC1 (3-(1-cyano-1-methylethyl)benzoyl chloride). Solvent: O1CCCC1 (tetrahydrofuran), O1CCCC1 (tetrahydrofuran). Run at time 12 hour. The product is C(#N)C(C)(C)C=1C=C(C(=O)NC2=CC(=C(C=C2)CC)O)C=CC1 (3-(1-cyano-1-methylethyl)-N-(4-ethyl-3-hydroxyphenyl)benzamide). Isolated yield 90.0%. Reaction SMILES: Cl.[NH2:2][C:3]1[CH:4]=[CH:5][C:6]([CH2:10][CH3:11])=[C:7]([OH:9])[CH:8]=1.C(=O)([O-])O.[Na+].[C:17]([C:19]([C:22]1[CH:23]=[C:24]([CH:28]=[CH:29][CH:30]=1)[C:25](Cl)=[O:26])([CH3:21])[CH3:20])#[N:18]>O1CCCC1>[C:17]([C:19]([C:22]1[CH:23]=[C:24]([CH:28]=[CH:29][CH:30]=1)[C:25]([NH:2][C:3]1[CH:4]=[CH:5][C:6]([CH2:10][CH3:11])=[C:7]([OH:9])[CH:8]=1)=[O:26])([CH3:21])[CH3:20])#[N:18] |f:0.1,2.3|. Procedure: To a two-layer solution of 5-amino-2-ethylphenol hydrochloride (2.2 g, 12.6 mmol) in tetrahydrofuran (20 mL)/1N aqueous sodium hydrogen carbonate solution (38 mL) was added a solution of 3-(1-cyano-1-methylethyl)benzoyl chloride synthesized above in tetrahydrofuran (20 mL), and the mixture was stirred at room temperature for 12 hr. The aqueous layer was separated, and extracted with ethyl acetate (80 mL). The combined organic layer was washed with water (40 mL) and saturated brine (40 mL), and d... Reactants: C1CCOC1, CO, CCOC(=O)COc1ccc(C2CCN(C3=Nn4c(nnc4C(F)(F)F)CC3)CC2)cc1, [Li+], [OH-], O, O. Yields the product O=C(O)COc1ccc(C2CCN(C3=Nn4c(nnc4C(F)(F)F)CC3)CC2)cc1. RXN SMILES: [CH2:39]1[O:40][CH2:41][CH2:42][CH2:43]1.[CH3:37][OH:38].[F:4][C:5]([c:6]1[n:7][n:8][c:9]2[n:10]1[N:11]=[C:12]([N:15]1[CH2:16][CH2:17][CH:18]([c:21]3[cH:22][cH:23][c:24]([O:25][CH2:26][C:27](=[O:28])[O:29][CH2:30][CH3:31])[cH:32][cH:33]3)[CH2:19][CH2:20]1)[CH2:13][CH2:14]2)([F:34])[F:35].[Li+:3].[OH-:2].[OH2:1].[OH2:36]>>[F:4][C:5]([c:6]1[n:7][n:8][c:9]2[n:10]1[N:11]=[C:12]([N:15]1[CH2:16][CH2:17][CH:18]([c:21]3[cH:22][cH:23][c:24]([O:25][CH2:26][C:27](=[O:28])[OH:29])[cH:32][cH:33]3)[CH2:19][CH2:20]1)[CH2:13][CH2:14]2)([F:34])[F:35]. The reactants are IC[C@@H]1C[C@@H](OC(O1)(C)C)CC(=O)OC(C)(C)C (tert-butyl [(4R,6S)-6-(iodomethyl)-2,2-dimethyl-1,3-dioxane-4-yl]acetate), C(C)(C)(C)C1=C(C(=CC(=C1)S)C(C)(C)C)O (2,6-di-tert-butyl-4-mercaptophenol), C([O-])([O-])=O.[K+].[K+] (potassium carbonate), CN(C=O)C (N,N-dimethylformamide). Solvent: C(C)(=O)OCC.C(Cl)Cl (ethyl acetate methylene chloride). The product is C(C)(C)(C)C=1C=C(C=C(C1O)C(C)(C)C)SC[C@@H]1C[C@@H](OC(O1)(C)C)CC(=O)OC(C)(C)C (tert-butyl [(4R,6S)-6-[[(3,5-di-tert-butyl-4-hydroxyphenyl)thio]methyl]-2,2-dimethyl-1,3-dioxane-4-yl]acetate). Isolated yield 91.8%. RXN SMILES: I[CH2:2][C@H:3]1[O:8][C:7]([CH3:10])([CH3:9])[O:6][C@@H:5]([CH2:11][C:12]([O:14][C:15]([CH3:18])([CH3:17])[CH3:16])=[O:13])[CH2:4]1.[C:19]([C:23]1[CH:28]=[C:27]([SH:29])[CH:26]=[C:25]([C:30]([CH3:33])([CH3:32])[CH3:31])[C:24]=1[OH:34])([CH3:22])([CH3:21])[CH3:20].C(=O)([O-])[O-].[K+].[K+].CN(C)C=O>C(OCC)(=O)C.C(Cl)Cl>[C:30]([C:25]1[CH:26]=[C:27]([S:29][CH2:2][C@H:3]2[O:8][C:7]([CH3:10])([CH3:9])[O:6][C@@H:5]([CH2:11][C:12]([O:14][C:15]([CH3:18])([CH3:17])[CH3:16])=[O:13])[CH2:4]2)[CH:28]=[C:23]([C:19]([CH3:22])([CH3:21])[CH3:20])[C:24]=1[OH:34])([CH3:33])([CH3:32])[CH3:31] |f:2.3.4,6.7|. Procedure: A mixture of 0.12 g (0.324 mmol) of tert-butyl [(4R,6S)-6-(iodomethyl)-2,2-dimethyl-1,3-dioxane-4-yl]acetate, 0.0925 g (0.388 mmol) of 2,6-di-tert-butyl-4-mercaptophenol (See R. J. Laufer, U.S. Pat. No. 3,129,262), 0.067 g (0.49 mmol) of powderly anhydrous potassium carbonate and 0.5 ml of dry N,N-dimethylformamide was stirred for 16 hours at room temperature. The reaction solution was distilled away under reduced pressure. The residue was dissolved in ether, washed with saturated brine solution...